Dataset: the Open Reaction Database (ORD), a public repository of structured organic reaction records. Task: describe an organic reaction: reactants, conditions, products, and yield The reactants are C(C)(C)C1=CC2=C(OCO2)C=C1 (5-isopropyl-1,3-benzodioxole), C=O (formalin), C1=CC=CC=C1 (benzene), Cl (hydrochloric acid), Cl (hydrochloric acid). Run in C(C)(=O)OCC (ethyl acetate), C(C)(=O)OCC (ethyl acetate). Conditions: temperature 55 celsius, time 2.5 hour. Product: ClCC1=CC2=C(OCO2)C=C1C(C)C (5-Chloromethyl-6isopropyl-1,3-benzodioxole). Reaction SMILES: [CH2:1]=[O:2].[ClH:3].[CH:4]([C:7]1[CH:15]=C[C:10]2[O:11][CH2:12]O[C:9]=2[CH:8]=1)([CH3:6])[CH3:5].[CH:16]1C=CC=CC=1>C(OCC)(=O)C>[Cl:3][CH2:16][C:8]1[C:7]([CH:4]([CH3:5])[CH3:6])=[CH:15][C:1]2[O:2][CH2:12][O:11][C:10]=2[CH:9]=1. Reported procedure: A mixture comprising 30 g of 37% formalin, 13 ml of concentrated hydrochloric acid and 100 ml of ethyl acetate was heated to 55° C., while passing hydrochloric acid gas through the mixture. A solution of 7.5 g of 5-isopropyl-1,3-benzodioxole in 20 ml of ethyl acetate was dropwise added to the resulting mixture and the obtained mixture was stirred as such for 2.5 hours and cooled, followed by the addition of benzene. The obtained mixture was washed with water, dried over anhydrous magnesium sulfa...